This data is from the Open Reaction Database (ORD), a public repository of structured organic reaction records. The task is: describe an organic reaction: reactants, conditions, products, and yield Reactants: ClC(Cl)Cl, O=C1NNC(c2ccncc2)C1c1ccc(Cl)c(Cl)c1, O=Cc1cccnc1. The product is O=C1NN(Cc2cccnc2)C(c2ccncc2)C1c1ccc(Cl)c(Cl)c1. Reaction SMILES: [CH:29]([Cl:30])([Cl:31])[Cl:32].[Cl:1][c:2]1[cH:3][c:4]([CH:9]2[C:10](=[O:20])[NH:11][NH:12][CH:13]2[c:14]2[cH:15][cH:16][n:17][cH:18][cH:19]2)[cH:5][cH:6][c:7]1[Cl:8].[n:21]1[cH:22][c:23]([CH:27]=[O:28])[cH:24][cH:25][cH:26]1>>[Cl:1][c:2]1[cH:3][c:4]([CH:9]2[C:10](=[O:20])[NH:11][N:12]([CH2:27][c:23]3[cH:22][n:21][cH:26][cH:25][cH:24]3)[CH:13]2[c:14]2[cH:15][cH:16][n:17][cH:18][cH:19]2)[cH:5][cH:6][c:7]1[Cl:8]. The reactants are ClCCl, Cl, CC(C)(C)OC(=O)NC1CCCN(C(=O)Nc2cnc3ccc(N4CCCC4c4cc(F)ccc4F)nn23)C1. Product: Cl, NC1CCCN(C(=O)Nc2cnc3ccc(N4CCCC4c4cc(F)ccc4F)nn23)C1. As a reaction SMILES: [Cl:41][CH2:42][Cl:43].[ClH:40].[F:1][c:2]1[c:3]([CH:9]2[N:10]([c:14]3[cH:15][cH:16][c:17]4[n:18]([n:19]3)[c:20]([NH:23][C:24](=[O:25])[N:26]3[CH2:27][CH:28]([NH:32][C:33](=[O:34])[O:35][C:36]([CH3:37])([CH3:38])[CH3:39])[CH2:29][CH2:30][CH2:31]3)[cH:21][n:22]4)[CH2:11][CH2:12][CH2:13]2)[cH:4][c:5]([F:8])[cH:6][cH:7]1>>[ClH:40].[F:1][c:2]1[c:3]([CH:9]2[N:10]([c:14]3[cH:15][cH:16][c:17]4[n:18]([n:19]3)[c:20]([NH:23][C:24](=[O:25])[N:26]3[CH2:27][CH:28]([NH2:32])[CH2:29][CH2:30][CH2:31]3)[cH:21][n:22]4)[CH2:11][CH2:12][CH2:13]2)[cH:4][c:5]([F:8])[cH:6][cH:7]1.